This data is from the Open Reaction Database (ORD), a public repository of structured organic reaction records. The task is: describe an organic reaction: reactants, conditions, products, and yield The reactants are CCO, CCOc1cc2ncc(C#N)c(Cl)c2cc1OCC, Nc1ccc2c(c1)C(=O)NC2=O, [Na+], [Na+], O=C([O-])[O-], O. The product is CCOc1cc2ncc(C#N)c(Nc3ccc4c(c3)C(=O)NC4=O)c2cc1OCC. As a reaction SMILES: [CH3:39][CH2:40][OH:41].[Cl:1][c:2]1[c:3]([C:18]#[N:19])[cH:4][n:5][c:6]2[cH:7][c:8]([O:15][CH2:16][CH3:17])[c:9]([O:12][CH2:13][CH3:14])[cH:10][c:11]12.[NH2:20][c:21]1[cH:22][c:23]2[c:24]([cH:30][cH:31]1)[C:25](=[O:26])[NH:27][C:28]2=[O:29].[Na+:32].[Na+:33].[O-:34][C:35](=[O:36])[O-:37].[OH2:38]>>[c:2]1([NH:20][c:21]2[cH:22][c:23]3[c:24]([cH:30][cH:31]2)[C:25](=[O:26])[NH:27][C:28]3=[O:29])[c:3]([C:18]#[N:19])[cH:4][n:5][c:6]2[cH:7][c:8]([O:15][CH2:16][CH3:17])[c:9]([O:12][CH2:13][CH3:14])[cH:10][c:11]12. Starting materials: FB(F)F, CCOCC, ClCCl, Cc1ccc(C(=O)Cl)cc1, O=S(=O)(c1ccccc1)n1cccc1. Yields the product Cc1ccc(C(=O)c2cccn2S(=O)(=O)c2ccccc2)cc1. RXN SMILES: [B:30]([F:31])([F:32])[F:33].[CH2:25]([O:26][CH2:27][CH3:28])[CH3:29].[Cl:34][CH2:35][Cl:36].[c:15]1([CH3:24])[cH:16][cH:17][c:18]([C:21](=[O:22])[Cl:23])[cH:19][cH:20]1.[c:1]1([S:7](=[O:8])(=[O:9])[n:10]2[cH:11][cH:12][cH:13][cH:14]2)[cH:2][cH:3][cH:4][cH:5][cH:6]1>>[c:1]1([S:7](=[O:8])(=[O:9])[n:10]2[cH:11][cH:12][cH:13][c:14]2[C:21]([c:18]2[cH:17][cH:16][c:15]([CH3:24])[cH:20][cH:19]2)=[O:22])[cH:2][cH:3][cH:4][cH:5][cH:6]1. Product: NC1=C(C(=NS1)SC)C#N (5-amino-4-cyano-3-(methylthio)isothiazole). Solvent: C(C)O (ethanol). Starting materials: NC(=C(C(N)=S)C#N)SC (3-amino-2-cyano-3-(methylthio)propenethioamide), OO (hydrogen peroxide). Run at time 8 hour. Isolated yield 88.7%. Procedure: A slurry of 18.7 g of 3-amino-2-cyano-3-(methylthio)propenethioamide in 100 ml of ethanol was heated under reflux, as 14 ml (4.1 g) of 30% hydrogen peroxide were added dropwise. The exothermic reaction kept the system under reflux. The solution was heated under reflux for 30 minutes. The reaction mixture was allowed to cool to ambient temperature while it was stirred overnight. The white solid was collected by filtration to give 16.4 g of 5-amino-4-cyano-3-(methylthio)isothiazole; m.p. 188°-189°... RXN SMILES: [NH2:1][C:2]([S:9][CH3:10])=[C:3]([C:7]#[N:8])[C:4](=[S:6])[NH2:5].OO>C(O)C>[NH2:5][C:4]1[S:6][N:1]=[C:2]([S:9][CH3:10])[C:3]=1[C:7]#[N:8]. Reactants: [S-]C#N.[NH4+] (ammonium thiocyanate), C(C1=CC=CC=C1)(=O)Cl (benzoyl chloride), NC1=NC=CN=C1 (2-amino pyrazine). Run in CC(=O)C (acetone). Reaction conditions: time 30 minute. The product is N1=C(C=NC=C1)NC(=S)NC(C1=CC=CC=C1)=O (N-[(pyrazin-2-ylamino)carbonothioyl]benzamide). As a reaction SMILES: [S-:1][C:2]#[N:3].[NH4+].[C:5](Cl)(=[O:12])[C:6]1[CH:11]=[CH:10][CH:9]=[CH:8][CH:7]=1.[NH2:14][C:15]1[CH:20]=[N:19][CH:18]=[CH:17][N:16]=1>CC(C)=O>[N:16]1[CH:17]=[CH:18][N:19]=[CH:20][C:15]=1[NH:14][C:2]([NH:3][C:5](=[O:12])[C:6]1[CH:11]=[CH:10][CH:9]=[CH:8][CH:7]=1)=[S:1] |f:0.1|. Procedure: To a solution of ammonium thiocyanate (17.8 g, 0.234 mol) in dry acetone (200 ml) at 0° C. under nitrogen is added benzoyl chloride (30 g, 0.213 mol) slowly over a period of 15 min. The reaction mixture is stirred at room temperature for 30min and filtered. To the filtrate is added 2-amino pyrazine (16.2 g, 0.17 mol) dropwise and stirred for 3 h at room temperature. The solvent is removed under vacuum and the residue is diluted with water. The solid precipitated is filtered and dried to afford N... The reactants are FC=1C=C(C=CC1)C1=NOC(=C1C=1N=CNC1)C (3-(3-fluoro-phenyl)-4-(1H-imidazol-4-yl)-5-methyl-isoxazole), C(C)OC(C1=CC(=CC=C1)F)=O (3-fluorobenzoic acid ethyl ester). The product is C(C)OC(C1=CC=C(C=C1)N1C=NC=C1C=1C(=NOC1C)C1=CC(=CC=C1)F)=O (4-{5-[3-(3-Fluoro-phenyl)-5-methyl-isoxazol-4-yl]-imidazol-1-yl}-benzoic acid ethyl ester). The yield is 53.0%. RXN SMILES: [F:1][C:2]1[CH:3]=[C:4]([C:8]2[C:12]([C:13]3[N:14]=[CH:15][NH:16][CH:17]=3)=[C:11]([CH3:18])[O:10][N:9]=2)[CH:5]=[CH:6][CH:7]=1.[CH2:19]([O:21][C:22](=[O:30])[C:23]1[CH:28]=[CH:27][CH:26]=[C:25](F)[CH:24]=1)[CH3:20]>>[CH2:19]([O:21][C:22](=[O:30])[C:23]1[CH:28]=[CH:27][C:26]([N:14]2[C:13]([C:12]3[C:8]([C:4]4[CH:5]=[CH:6][CH:7]=[C:2]([F:1])[CH:3]=4)=[N:9][O:10][C:11]=3[CH3:18])=[CH:17][N:16]=[CH:15]2)=[CH:25][CH:24]=1)[CH3:20]. Reported procedure: As described for Example 1, 3-(3-fluoro-phenyl)-4-(1H-imidazol-4-yl)-5-methyl-isoxazole (3.89 g, 16.0 mmol) was converted, using 3-fluorobenzoic acid ethyl ester instead of 4-fluoroacetophenone, to the title compound (3.34 g, 53%) which was obtained as a yellow solid. MS: m/e=391.9[M+H]+. Reactants: C(#N)C1=C(C(C(=C(C1=O)Cl)Cl)=O)C#N (dicyanodichlorobenzoquinone), OC1=C(C=C(CNN2C=NC=C2)C=C1C(C)(C)C)C(C)(C)C (1-(4-hydroxy-3,5-di-tert.-butylbenzylamino)imidazole). The reagents and catalysts are C(C)(=O)O (acetic acid). Run in C1=CC=CC=C1 (benzene), C1=CC=CC=C1 (benzene). Product: OC1=C(C=C(C=NN2C=NC=C2)C=C1C(C)(C)C)C(C)(C)C (1-(4-hydroxy-3,5-di-tert.-butylbenzylideneamino)imidazole). RXN SMILES: [OH:1][C:2]1[C:14]([C:15]([CH3:18])([CH3:17])[CH3:16])=[CH:13][C:5]([CH2:6][NH:7][N:8]2[CH:12]=[CH:11][N:10]=[CH:9]2)=[CH:4][C:3]=1[C:19]([CH3:22])([CH3:21])[CH3:20].C(C1C(=O)C(Cl)=C(Cl)C(=O)C=1C#N)#N>C(O)(=O)C.C1C=CC=CC=1>[OH:1][C:2]1[C:14]([C:15]([CH3:17])([CH3:16])[CH3:18])=[CH:13][C:5]([CH:6]=[N:7][N:8]2[CH:12]=[CH:11][N:10]=[CH:9]2)=[CH:4][C:3]=1[C:19]([CH3:22])([CH3:21])[CH3:20]. Procedure details: 300 mg of 1-(4-hydroxy-3,5-di-tert.-butylbenzylamino)imidazole are heated to about 60°-70° on a water-bath together with 10 drops of glacial acetic acid in 25 ml of benzene. After the dropwise addition of a solution of 250 mg of dicyanodichlorobenzoquinone in 10 ml of benzene, the mixture is warmed for an additional 15 minutes. The reaction mixture is subsequently cooled in an ice-bath and the separated solid is removed by filtration. The filtrate is shaken with 10% sodium carbonate solution. Af...